Dataset: the Open Reaction Database (ORD), a public repository of structured organic reaction records. Task: describe an organic reaction: reactants, conditions, products, and yield The reactants are IC=1C=C(C=O)C=CC1C (3-iodo-4-methylbenzaldehyde), C1CC(=O)CC1=O (1,3-cyclopentadione), NC1=CC(NN1C)=O (5-amino-1-methyl-1,2-dihydropyrazol-3-one). The product is IC=1C=C(C=CC1C)C1C2=C(NC3=C1C(NN3C)=O)CCC2=O (4-(3-iodo-4-methylphenyl)-1-methyl-1,2,4,6,7,8-hexahydrocyclopenta[b]pyrazolo[4,3-e]pyridine-3,5-dione). Yield: 23.7%. RXN SMILES: [I:1][C:2]1[CH:3]=[C:4]([CH:7]=[CH:8][C:9]=1[CH3:10])[CH:5]=O.[CH2:11]1[C:16](=O)[CH2:15][C:13](=[O:14])[CH2:12]1.[NH2:18][C:19]1[N:23]([CH3:24])[NH:22][C:21](=[O:25])[CH:20]=1>>[I:1][C:2]1[CH:3]=[C:4]([CH:5]2[C:20]3[C:21](=[O:25])[NH:22][N:23]([CH3:24])[C:19]=3[NH:18][C:16]3[CH2:11][CH2:12][C:13](=[O:14])[C:15]2=3)[CH:7]=[CH:8][C:9]=1[CH3:10]. Procedure: 3-Iodo-4-methylbenzaldehyde (0.37 g, 1.5 mmol) from Example 11A, 1,3-cyclopentadione (0.15 g, 1.5 mmol), and 5-amino-1-methyl-1,2-dihydropyrazol-3-one (0.17 g, 1.5 mmol) were processed as described in Example 1 to provide 0.15 g of the title compound.